From a dataset of the Open Reaction Database (ORD), a public repository of structured organic reaction records. describe an organic reaction: reactants, conditions, products, and yield Solvent: CO (methanol). Procedure details: The synthesis method of Example 1-(1) was applied. The compound (18.3 g) obtained in (2) above, methylisothiourea sulfate (81.6 g), sodium hydroxide (11.7 g), water (90 ml) and methanol (180 ml) were used as reagents and the mixture was reacted at 60° C. for 48 hours to give 39.7 g of a yellow solid. A portion (21.2 g) from the obtained solid was used in the next reaction. RXN SMILES: [C:1]1([C:11]([NH:13][NH2:14])=[O:12])[C:10]2[C:5](=[CH:6][CH:7]=[CH:8][CH:9]=2)[CH:4]=[CH:3][CH:2]=1.S(O)(O)(=O)=O.C[NH:21][C:22](=[NH:24])S.[OH-].[Na+].O>CO>[C:22]([NH:14][NH:13][C:11]([C:1]1[C:10]2[C:5](=[CH:6][CH:7]=[CH:8][CH:9]=2)[CH:4]=[CH:3][CH:2]=1)=[O:12])(=[NH:21])[NH2:24] |f:1.2,3.4|. Yields the product C(N)(=N)NNC(=O)C1=CC=CC2=CC=CC=C12 (1--Naphthoic acid 2-amidinohydrazide). Starting materials: [OH-].[Na+] (sodium hydroxide), compound, C1(=CC=CC2=CC=CC=C12)C(=O)NN (1--Naphthoic acid hydrazide), O (water), S(=O)(=O)(O)O.CNC(S)=N (methylisothiourea sulfate). Starting materials: C=C (ethylene), CC(=C)CC(C)(C)C (diisobutylene). The product is 3,3-dimethylbutene-1(neohexene), CC(=C(C)C)C (2,3-dimethylbutene-2), CC(C)C(=C)C (2,3-dimethylbutene-1). Reaction SMILES: C[C:2]([CH2:4][C:5]([CH3:8])([CH3:7])C)=C.[CH2:9]=C>>[CH3:9][C:4]([CH3:2])=[C:5]([CH3:7])[CH3:8].[CH3:8][CH:5]([C:4]([CH3:2])=[CH2:9])[CH3:7]. Procedure: contacting diisobutylene and ethylene under disproportionation conditions in the presence of disproportionation catalyst to form a product mixture comprising 3,3-dimethylbutene-1(neohexene), 2,3-dimethylbutene-2, and 2,3-dimethylbutene-1 and Starting materials: Oc1ccc(Br)cc1F, O=C([O-])[O-], Cc1c(Cl)ncnc1OC1CCN(c2nc(C(C)C)no2)CC1, [K+], [K+], CN(C)C=O. Yields the product Cc1c(Oc2ccc(Br)cc2F)ncnc1OC1CCN(c2nc(C(C)C)no2)CC1. As a reaction SMILES: [Br:30][c:31]1[cH:32][c:33]([F:38])[c:34]([OH:37])[cH:35][cH:36]1.[C:24](=[O:25])([O-:26])[O-:27].[Cl:1][c:2]1[n:3][cH:4][n:5][c:6]([O:9][CH:10]2[CH2:11][CH2:12][N:13]([c:16]3[n:17][c:18]([CH:21]([CH3:22])[CH3:23])[n:19][o:20]3)[CH2:14][CH2:15]2)[c:7]1[CH3:8].[K+:28].[K+:29].[O:39]=[CH:40][N:41]([CH3:42])[CH3:43]>>[c:2]1([O:37][c:34]2[c:33]([F:38])[cH:32][c:31]([Br:30])[cH:36][cH:35]2)[n:3][cH:4][n:5][c:6]([O:9][CH:10]2[CH2:11][CH2:12][N:13]([c:16]3[n:17][c:18]([CH:21]([CH3:22])[CH3:23])[n:19][o:20]3)[CH2:14][CH2:15]2)[c:7]1[CH3:8]. Reaction SMILES: C([O:3][C:4]([C:6]1[CH:50]=[CH:49][C:9]2[N:10]([CH:43]3[CH2:48][CH2:47][CH2:46][CH2:45][CH2:44]3)[C:11]([C:13]3[CH:14]=[C:15]4[C:20](=[CH:21][CH:22]=3)[N:19]=[C:18]([C:23]3[C:28]([C:29]5[CH:34]=[CH:33][C:32]([F:35])=[CH:31][CH:30]=5)=[CH:27][CH:26]=[C:25]([C:36]([N:38]5[CH2:42][CH2:41][CH2:40][CH2:39]5)=[O:37])[CH:24]=3)[CH:17]=[CH:16]4)=[N:12][C:8]=2[CH:7]=1)=[O:5])C.Cl>C1COCC1.CO.[OH-].[Na+]>[CH:43]1([N:10]2[C:9]3[CH:49]=[CH:50][C:6]([C:4]([OH:5])=[O:3])=[CH:7][C:8]=3[N:12]=[C:11]2[C:13]2[CH:14]=[C:15]3[C:20](=[CH:21][CH:22]=2)[N:19]=[C:18]([C:23]2[C:28]([C:29]4[CH:34]=[CH:33][C:32]([F:35])=[CH:31][CH:30]=4)=[CH:27][CH:26]=[C:25]([C:36]([N:38]4[CH2:42][CH2:41][CH2:40][CH2:39]4)=[O:37])[CH:24]=2)[CH:17]=[CH:16]3)[CH2:44][CH2:45][CH2:46][CH2:47][CH2:48]1 |f:4.5|. Yields the product C1(CCCCC1)N1C(=NC2=C1C=CC(=C2)C(=O)O)C=2C=C1C=CC(=NC1=CC2)C2=CC(=CC=C2C2=CC=C(C=C2)F)C(=O)N2CCCC2 (1-Cyclohexyl-2-{2-[4′-fluoro-4-(pyrrolidine-1-carbonyl)biphen-2-yl]quinolin-6-yl}-1H-benzimidazole-5-carboxylic acid). Reported procedure: A solution of 197 mg (0.30 mmol) Compound 549a in 3.75 mL THF, 3 mL MeOH and 0.75 mL 2 N NaOH was stirred at room temperature overnight and then heated at 50° C. for 1.5 h. After the addition of 1.5 mL 1 M HCl, the solution was evaporated to dryness and the residue was purified on HPLC to yield 66 mg yellow solid. The yield is 34.4%. Reactants: C(C)OC(=O)C1=CC2=C(N(C(=N2)C=2C=C3C=CC(=NC3=CC2)C2=CC(=CC=C2C2=CC=C(C=C2)F)C(=O)N2CCCC2)C2CCCCC2)C=C1 (1-Cyclohexyl-2-{2-[4′-fluoro-4-(pyrrolidine-1-carbonyl)biphen-2-yl]quinolin-6-yl}-1H-benzimidazole-5-carboxylic acid Ethyl Ester), Cl (HCl). The solvent is C1CCOC1 (THF), CO (MeOH), [OH-].[Na+] (NaOH). Reaction conditions: temperature 50 celsius. The reactants are C([O-])(O)=O.[Na+] (sodium bicarbonate), NC1=C(SC=2N(C(C=3C=CC=CC3C21)=O)C2=C(C=CC=C2)C)C(=O)OC (methyl 1-amino-4,5-dihydro-4-(2-methylphenyl)-5-oxo-thieno[2,3-c]isoquinoline-2-carboxylate), CN1C(CCC1)=O (N-methyl-2-pyrrolidone), O (water), P(=O)(Cl)(Cl)Cl (phosphorus oxychloride). Run at time 1 hour. The product is CC1=C(C=CC=C1)N1C(C=2C=CC=CC2C2=C1SC(=C2N=C2N(CCC2)C)C(=O)OC)=O (Methyl 4,5-dihydro-4-(2-methylphenyl)-1-(1-methyl-2-pyrrolidinylideneamino)-5-oxo-thieno[2,3-c]isoquinoline-2-carboxylate). RXN SMILES: [NH2:1][C:2]1[C:14]2[C:13]3[CH:12]=[CH:11][CH:10]=[CH:9][C:8]=3[C:7](=[O:15])[N:6]([C:16]3[CH:21]=[CH:20][CH:19]=[CH:18][C:17]=3[CH3:22])[C:5]=2[S:4][C:3]=1[C:23]([O:25][CH3:26])=[O:24].P(Cl)(Cl)(Cl)=O.O.C(=O)(O)[O-].[Na+].[CH3:38][N:39]1[CH2:43][CH2:42][CH2:41][C:40]1=O>>[CH3:22][C:17]1[CH:18]=[CH:19][CH:20]=[CH:21][C:16]=1[N:6]1[C:5]2[S:4][C:3]([C:23]([O:25][CH3:26])=[O:24])=[C:2]([N:1]=[C:40]3[CH2:41][CH2:42][CH2:43][N:39]3[CH3:38])[C:14]=2[C:13]2[CH:12]=[CH:11][CH:10]=[CH:9][C:8]=2[C:7]1=[O:15] |f:3.4|. Procedure details: To a solution of methyl 1-amino-4,5-dihydro-4-(2-methylphenyl)-5-oxo-thieno[2,3-c]isoquinoline-2-carboxylate [M.P. 236°-237° C.), 510 mg] in 5 ml of N-methyl-2-pyrrolidone, which was prepared by a similar manner to that described in Example 2, was added 1.57 ml of phosphorus oxychloride at room temperature, and the mixture was stirred for 1 hour. The reaction mixture was poured into 50 ml of water, and neutralized with a saturated sodium bicarbonate aqueous solution. Precipitates were collected ... The reactants are O.C1=C(C=CC2=CC=CC=C12)OCC=O (2-naphthyloxyacetaldehyde hydrate), C(C1=CC=CC=C1)ON (benzyloxyamine), C(C)O (ethanol), C1(=CC=CC=C1)N=C=O (phenyl isocyanate). The solvent is C1(=CC=CC=C1)C (toluene). Reaction conditions: time 8 hour. Product: O-benzylhydroxyurea, ON(C(=O)NC1=CC=CC=C1)CCOC1=CC2=CC=CC=C2C=C1 (1-Hydroxy-1-[2-(2-naphthyloxy)ethyl]-3-phenylurea). Reaction SMILES: O.[CH:2]1[C:11]2[C:6](=[CH:7][CH:8]=[CH:9][CH:10]=2)[CH:5]=[CH:4][C:3]=1[O:12][CH2:13][CH:14]=O.C([O:23][NH2:24])C1C=CC=CC=1.C(O)C.[C:28]1([N:34]=[C:35]=[O:36])[CH:33]=[CH:32][CH:31]=[CH:30][CH:29]=1>C1(C)C=CC=CC=1>[OH:23][N:24]([CH2:14][CH2:13][O:12][C:3]1[CH:4]=[CH:5][C:6]2[C:11](=[CH:10][CH:9]=[CH:8][CH:7]=2)[CH:2]=1)[C:35]([NH:34][C:28]1[CH:33]=[CH:32][CH:31]=[CH:30][CH:29]=1)=[O:36] |f:0.1|. Reported procedure: A mixture of 2-naphthyloxyacetaldehyde hydrate (9.85 g), benzyloxyamine (5.94 g) and ethanol (100 ml) was stirred overnight under nitrogen to precipitate 11.21 g of the protected oxime, m.pt. 68°-69.5° C. The oxime (10.1 g) in acetic acid (100 ml) was reduced with sodium cyanoborohydride, then the isolated O-benzyl hydroxylamine, without purification, was treated with phenyl isocyanate (1 equivalent) in toluene for 4 hours at 110° C. The product had m.pt. 75°-77° C. after chromatography over sil... The reactants are N1=C(C=CC=C1)C(=O)N (picolamide), C(C)(C)(C)OC(N(C)C)N(C)C (tert-butoxybis(dimethylamino)methane), [O-]CC.[Na+] (sodium ethoxide), C(C)O (ethanol), solution, NC(=S)N (Thiourea). Run in CN(C=O)C (N,N-dimethylformamide). Yields the product N1=C(C=CC=C1)C1=NC(=NC=N1)S (4-Pyridin-2-yl-[1,3,5]triazine-2-thiol). The yield is 39.8%. Reaction SMILES: [N:1]1[CH:6]=[CH:5][CH:4]=[CH:3][C:2]=1[C:7]([NH2:9])=O.C(O[CH:15]([N:19]([CH3:21])C)[N:16](C)C)(C)(C)C.[O-]CC.[Na+].C(O)C.NC(N)=[S:31]>CN(C)C=O>[N:1]1[CH:6]=[CH:5][CH:4]=[CH:3][C:2]=1[C:7]1[N:9]=[CH:21][N:19]=[C:15]([SH:31])[N:16]=1 |f:2.3|. Procedure: To a stirred solution of picolamide (1.50 g, 12.3 mmol) in N,N-dimethylformamide (20 mL) was added tert-butoxybis(dimethylamino)methane (5.2 mL, 25 mmol). The mixture was refluxed for 2.5 hours and then concentrated. The resulting viscous brown oil was taken up in a 0.5 M solution of sodium ethoxide in ethanol (50 mL, 25 mmol). Thiourea (0.72 g, 9.5 mmol) was added and the solution was refluxed for 2.5 hours. The reaction was concentrated and the residue partitioned between ethyl acetate and dil... The product is ClC=1C=C(C=C(C1)Cl)NCC(=O)N[C@H]1CN(CCC1)C=1C2=C(N=CN1)NC(C2)=O ((R)-2-(3,5-dichlorophenylamino)-N-(1-(6-oxo-6,7-dihydro-5H-pyrrolo[2,3-d]pyrimidin-4-yl)piperidin-3-yl)acetamide). Starting materials: ClC=1C=C(C=C(C1)F)N[C@@H](C(=O)N[C@H]1CN(CCC1)C(=O)OC(C)(C)C)C1CC1 ((R)-tert-butyl 3-((R)-2-(3-chloro-5-fluorophenylamino)-2-cyclopropylacetamido)piperidine-1-carboxylate), ClC=1C2=C(N=CN1)NC(C2)=O (4-chloro-5H-pyrrolo[2,3-d]pyrimidin-6(7H)-one), C19H20Cl2N6O, ClC=1C=C(C=C(C1)Cl)NCC(=O)N[C@H]1CN(CCC1)C(=O)OC(C)(C)C ((R)-tert-butyl 3-(2-(3,5-dichlorophenylamino)acetamido)piperidine-1-carboxylate), NC1=NC=NC(=C1C#N)Cl (4-amino-6-chloropyrimidine-5-carbonitrile). Procedure: The title compound of Example 146 was prepared in similar manner as described in Example 134 except the key intermediate (R)-tert-butyl 3-((R)-2-(3-chloro-5-fluorophenylamino)-2-cyclopropylacetamido)piperidine-1-carboxylate was replaced with (R)-tert-butyl 3-(2-(3,5-dichlorophenylamino)acetamido)piperidine-1-carboxylate and the 4-amino-6-chloropyrimidine-5-carbonitrile was substituted for 4-chloro-5H-pyrrolo[2,3-d]pyrimidin-6(7H)-one. 1H NMR (300 MHz, DMSO-d6) δ 10.99 (s, 1H), 8.17 (s, 1H), 8.03... As a reaction SMILES: ClC1C=C(N[C@H](C2CC2)C(N[C@@H]2CCCN(C(OC(C)(C)C)=O)C2)=O)C=C(F)C=1.[Cl:30][C:31]1[CH:32]=[C:33]([NH:38][CH2:39][C:40]([NH:42][C@@H:43]2[CH2:48][CH2:47][CH2:46][N:45]([C:49](OC(C)(C)C)=O)[CH2:44]2)=[O:41])[CH:34]=[C:35]([Cl:37])[CH:36]=1.NC1C(C#N)=C(Cl)N=CN=1.ClC1[C:68]2[CH2:75][C:74](=[O:76])[NH:73][C:69]=2[N:70]=[CH:71][N:72]=1>>[Cl:37][C:35]1[CH:34]=[C:33]([NH:38][CH2:39][C:40]([NH:42][C@@H:43]2[CH2:48][CH2:47][CH2:46][N:45]([C:49]3[C:68]4[CH2:75][C:74](=[O:76])[NH:73][C:69]=4[N:70]=[CH:71][N:72]=3)[CH2:44]2)=[O:41])[CH:32]=[C:31]([Cl:30])[CH:36]=1. As a reaction SMILES: [CH:1]([C:4]1[CH:9]=[C:8]([CH:10]([CH3:12])[CH3:11])[CH:7]=[C:6]([CH:13]([CH3:15])[CH3:14])[C:5]=1[S:16](Cl)(=[O:18])=[O:17])([CH3:3])[CH3:2].CS(C)=[O:22].O>CS(C)=O.O>[CH:1]([C:4]1[CH:9]=[C:8]([CH:10]([CH3:12])[CH3:11])[CH:7]=[C:6]([CH:13]([CH3:15])[CH3:14])[C:5]=1[S:16]([OH:18])(=[O:22])=[O:17])([CH3:3])[CH3:2] |f:3.4|. Reactants: C(C)(C)C1=C(C(=CC(=C1)C(C)C)C(C)C)S(=O)(=O)Cl (2,4,6-triisopropylbenzenesulfonyl chloride), CS(=O)C (dimethyl sulfoxide), O (water). Yields the product C(C)(C)C1=C(C(=CC(=C1)C(C)C)C(C)C)S(=O)(=O)O (2,4,6-triisopropylbenzenesulfonic acid). Conditions: temperature 80 celsius, time 3 hour. Reported procedure: To 30.2 g (0.1 mol) of commercially available 2,4,6-triisopropylbenzenesulfonyl chloride were added 30 g of dimethyl sulfoxide and 30 g of water. The mixture was heated and stirred on an oil bath at 80° C. for 3 hours. The dimethyl sulfoxide/water solution was ready for use in the subsequent step of anion exchange reaction. Run in CS(=O)C.O (dimethyl sulfoxide water). Starting materials: Clc1cc(CBr)ccc1Br, CN(C)C=O, CC(C)O, [H-], [Na+], CCOC(=O)Cc1n[nH]c(=O)c2ccccc12, O. The product is CCOC(=O)Cc1nn(Cc2ccc(Br)c(Cl)c2)c(=O)c2ccccc12. RXN SMILES: [Br:20][c:21]1[c:22]([Cl:29])[cH:23][c:24]([CH2:25][Br:26])[cH:27][cH:28]1.[CH3:31][N:32]([CH3:33])[CH:34]=[O:35].[CH3:36][CH:37]([OH:38])[CH3:39].[H-:18].[Na+:19].[O:1]=[c:2]1[nH:3][n:4][c:5]([CH2:12][C:13](=[O:14])[O:15][CH2:16][CH3:17])[c:6]2[cH:7][cH:8][cH:9][cH:10][c:11]12.[OH2:30]>>[O:1]=[c:2]1[n:3]([CH2:25][c:24]2[cH:23][c:22]([Cl:29])[c:21]([Br:20])[cH:28][cH:27]2)[n:4][c:5]([CH2:12][C:13](=[O:14])[O:15][CH2:16][CH3:17])[c:6]2[cH:7][cH:8][cH:9][cH:10][c:11]12.